Dataset: the Open Reaction Database (ORD), a public repository of structured organic reaction records. Task: describe an organic reaction: reactants, conditions, products, and yield Reactants: O=C([O-])[O-], C1COCCOCCOCCOCCOCCO1, CC1(C)CONC1=O, CC#N, Fc1ccc(CBr)c(Cl)c1, [K+], [K+]. Yields the product CC1(C)CON(Cc2ccc(F)cc2Cl)C1=O. As a reaction SMILES: [C:19](=[O:20])([O-:21])[O-:22].[CH2:25]1[O:26][CH2:27][CH2:28][O:29][CH2:30][CH2:31][O:32][CH2:33][CH2:34][O:35][CH2:36][CH2:37][O:38][CH2:39][CH2:40][O:41][CH2:42]1.[CH3:1][C:2]1([CH3:8])[C:3](=[O:7])[NH:4][O:5][CH2:6]1.[CH3:43][C:44]#[N:45].[Cl:9][c:10]1[c:11]([CH2:12][Br:13])[cH:14][cH:15][c:16]([F:18])[cH:17]1.[K+:23].[K+:24]>>[CH3:1][C:2]1([CH3:8])[C:3](=[O:7])[N:4]([CH2:12][c:11]2[c:10]([Cl:9])[cH:17][c:16]([F:18])[cH:15][cH:14]2)[O:5][CH2:6]1.